From a dataset of the Open Reaction Database (ORD), a public repository of structured organic reaction records. describe an organic reaction: reactants, conditions, products, and yield Reactants: [K] (potassium), CCCCCC (hexane), ClB1OC(C(O1)(C)C)(C)C (2-chloro-4,4,5,5-tetramethyl-1,3,2-dioxaborolane), CCCCCC (hexane), O1OBCC1 (dioxaborolane). Reaction conditions: temperature -78 celsius. Yields the product C(C=CC=C)B1OC(C(O1)(C)C)(C)C (2-(2,4-pentadienyl)-4,4,5,5-tetramethyl-1,3.2-dioxaborolane). As a reaction SMILES: [K].Cl[B:3]1[O:7][C:6]([CH3:9])([CH3:8])[C:5]([CH3:11])([CH3:10])[O:4]1.O1CCBO1.[CH3:17][CH2:18][CH2:19][CH2:20][CH2:21]C>>[CH2:21]([B:3]1[O:7][C:6]([CH3:9])([CH3:8])[C:5]([CH3:11])([CH3:10])[O:4]1)[CH:20]=[CH:19][CH:18]=[CH2:17] |^1:0|. Procedure details: About 0.55 moles of potassium piperylide is placed in a 2 liter, 3-neck flask with a mechanical stirrer, nitrogen bubbler, and a septum on the third neck. Approximately 340 ml of hexane is added and the flask is cooled to −78° C. in a dry ice/isopropyl alcohol bath. A dioxaborolane solution is prepared by dissolving 89.3 grams of 2-chloro-4,4,5,5-tetramethyl-1,3,2-dioxaborolane (0.55 moles) in 750 ml of hexane. The dioxaborolane solution is added to the flask over about 2 hours while stirring. T... Starting materials: C(#N)C1=C(C=C(C=C1)B(O)O)F ((4-cyano-3-fluorophenyl)boronic acid), ClC1=NC(=NC(=C1)Cl)N (4,6-dichloro-2-pyrimidinamine), C(=O)(O)[O-].[Na+] (NaHCO3). Reagents/catalysts: C=1C=CC(=CC1)[P](C=2C=CC=CC2)(C=3C=CC=CC3)[Pd]([P](C=4C=CC=CC4)(C=5C=CC=CC5)C=6C=CC=CC6)([P](C=7C=CC=CC7)(C=8C=CC=CC8)C=9C=CC=CC9)[P](C=1C=CC=CC1)(C=1C=CC=CC1)C=1C=CC=CC1 (Pd(Ph3P)4). Solvent: O1CCOCC1 (1,4-dioxane). Run at temperature 95 celsius, time 16 hour. Product: NC1=NC(=CC(=N1)C1=CC(=C(C#N)C=C1)F)Cl (4-(2-Amino-6-chloro-4-pyrimidinyl)-2-fluorobenzonitrile). The yield is 35.4%. As a reaction SMILES: [C:1]([C:3]1[CH:8]=[CH:7][C:6](B(O)O)=[CH:5][C:4]=1[F:12])#[N:2].[Cl:13][C:14]1[CH:19]=[C:18](Cl)[N:17]=[C:16]([NH2:21])[N:15]=1.C([O-])(O)=O.[Na+]>C1C=CC([P]([Pd]([P](C2C=CC=CC=2)(C2C=CC=CC=2)C2C=CC=CC=2)([P](C2C=CC=CC=2)(C2C=CC=CC=2)C2C=CC=CC=2)[P](C2C=CC=CC=2)(C2C=CC=CC=2)C2C=CC=CC=2)(C2C=CC=CC=2)C2C=CC=CC=2)=CC=1.O1CCOCC1>[NH2:21][C:16]1[N:17]=[C:18]([C:6]2[CH:7]=[CH:8][C:3]([C:1]#[N:2])=[C:4]([F:12])[CH:5]=2)[CH:19]=[C:14]([Cl:13])[N:15]=1 |f:2.3,^1:30,32,51,70|. Procedure: In a 25 mL sealable tube under argon were combined (4-cyano-3-fluorophenyl)boronic acid (0.50 g, 3.03 mmol), 4,6-dichloro-2-pyrimidinamine (0.497 g, 3.03 mmol), saturated aqueous NaHCO3 (4.04 mL), and 1,4-dioxane (16.2 mL), and the mixture was degassed with argon for 5 minutes. Pd(Ph3P)4 (0.175 g, 0.152 mmol) was added, the vial was sealed, and the reaction mixture was stirred for 16 hours at 95° C. The reaction was cooled to room temperature, filtered through a plug of celite503, and concentrat... Starting materials: Cc1cccc(NC(=O)CBr)c1, Cc1ccccc1, CCN(C(C)C)C(C)C, c1ccc(C2CCNCC2)nc1, O. The product is Cc1cccc(NC(=O)CN2CCC(c3ccccn3)CC2)c1. RXN SMILES: [Br:13][CH2:14][C:15](=[O:16])[NH:17][c:18]1[cH:19][c:20]([CH3:24])[cH:21][cH:22][cH:23]1.[CH3:35][c:36]1[cH:37][cH:38][cH:39][cH:40][cH:41]1.[CH:25]([N:26]([CH2:27][CH3:28])[CH:29]([CH3:30])[CH3:31])([CH3:32])[CH3:33].[NH:1]1[CH2:2][CH2:3][CH:4]([c:7]2[n:8][cH:9][cH:10][cH:11][cH:12]2)[CH2:5][CH2:6]1.[OH2:34]>>[N:1]1([CH2:14][C:15](=[O:16])[NH:17][c:18]2[cH:19][c:20]([CH3:24])[cH:21][cH:22][cH:23]2)[CH2:2][CH2:3][CH:4]([c:7]2[n:8][cH:9][cH:10][cH:11][cH:12]2)[CH2:5][CH2:6]1. Starting materials: CN1CCN(Cc2ccc3c(c2)CN(C(=O)OCc2ccccc2)C3)CC1, CCO, Cl, Cl, [H][H], N#N. The product is CN1CCN(Cc2ccc3c(c2)CNC3)CC1. RXN SMILES: [CH2:3]([O:4][C:5](=[O:6])[N:13]1[CH2:14][c:15]2[cH:16][cH:17][c:18]([CH2:22][N:23]3[CH2:24][CH2:25][N:26]([CH3:29])[CH2:27][CH2:28]3)[cH:19][c:20]2[CH2:21]1)[c:7]1[cH:8][cH:9][cH:10][cH:11][cH:12]1.[CH3:34][CH2:35][OH:36].[ClH:1].[ClH:2].[H:30][H:31].[N:32]#[N:33]>>[NH:13]1[CH2:14][c:15]2[cH:16][cH:17][c:18]([CH2:22][N:23]3[CH2:24][CH2:25][N:26]([CH3:29])[CH2:27][CH2:28]3)[cH:19][c:20]2[CH2:21]1. Solvent: C1=CC=CC=C1 (benzene). The reactants are COC=1C=C(C=CC1OC)CC(=O)O (3,4-Dimethoxyphenylacetic acid), S(=O)(Cl)Cl (thionyl chloride). RXN SMILES: [CH3:1][O:2][C:3]1[CH:4]=[C:5]([CH2:11][C:12]([OH:14])=O)[CH:6]=[CH:7][C:8]=1[O:9][CH3:10].S(Cl)([Cl:17])=O>C1C=CC=CC=1>[CH3:1][O:2][C:3]1[CH:4]=[C:5]([CH2:11][C:12]([Cl:17])=[O:14])[CH:6]=[CH:7][C:8]=1[O:9][CH3:10]. Procedure: 3,4-Dimethoxyphenylacetic acid (6.47 g, 0.033 mole) was dissolved in 50 ml of dry benzene and refluxed for 2 hr. with excess thionyl chloride (25 ml). The solvent and SOCl2 were removed on a rotary evaporator. Two additional quantities of dry benzene were added to the residue, followed by rotary evaporation which yielded 3,4-dimethoxyphenylacetyl chloride. Yields the product COC=1C=C(C=CC1OC)CC(=O)Cl (3,4-dimethoxyphenylacetyl chloride). Starting materials: Brc1cn2ccnc2c(Br)n1, Cc1cc(N)n[nH]1, CCO. Product: Cc1cc(Nc2nc(Br)cn3ccnc23)n[nH]1. Reaction SMILES: [Br:1][c:2]1[n:3][c:4]([Br:11])[c:5]2[n:6]([cH:7]1)[cH:8][cH:9][n:10]2.[CH3:12][c:13]1[cH:14][c:15]([NH2:18])[n:16][nH:17]1.[CH3:19][CH2:20][OH:21]>>[Br:1][c:2]1[n:3][c:4]([NH:18][c:15]2[cH:14][c:13]([CH3:12])[nH:17][n:16]2)[c:5]2[n:6]([cH:7]1)[cH:8][cH:9][n:10]2.